This data is from the Open Reaction Database (ORD), a public repository of structured organic reaction records. The task is: describe an organic reaction: reactants, conditions, products, and yield Reactants: O=C(N(C=1C=CC=CC1)C)C(F)(F)F. Reagents/catalysts: O=C1C=CC=2C=CC=C(C3=CN=C(C=C3)C=4N=CC=CC4)C2N1, O1B(OC(C)(C)C1(C)C)B2OC(C)(C)C(O2)(C)C, [K].OC(C)(C)C, C[OH2+].C[OH2+].C1CC=CCCC=C1.C1CC=CCCC=C1.[Ir].[Ir]. Run in O1CCCC1. Conditions: temperature 80 celsius, time 12 hour. Yields the product O=C(N(C=1C=CC=C(C1)B2OC(C)(C)C(O2)(C)C)C)C(F)(F)F. Yield: 69.0%. Procedure: In an argon filled glove box, a 5.0 mL wheaton microreactor was charged with [Ir(cod)(OMe)]2 (1.98 mg, 1.5 mol%), L1 ligand (2.1 mg, 3.5 mol%), B2pin2 (50.8 mg, 1.0 equiv.), KOtBu (1.0 mg, 4.5 mol%) and dry THF (1.0 mL). The reaction mixture was stirred for 2 minutes at room temperature. To this mixture, 2,2,2-trifluoro-N-methyl-N-phenylacetamide (40.6 mg, 0.2 mmol) was added. The microreactor was capped with a teflon pressure cap and placed into pre-heated aluminum block at 80 oC. The reaction ... The reactants are NC[C@@H]1[C@H]2C[C@H]2CN1C(=O)C=1N=C(SC1C=1C=C(C=CC1)C)C (((1S,2S,5R)-2-Aminomethyl-3-aza-bicyclo[3.1.0]hex-3-yl)-(2-methyl-5-m-tolyl-thiazol-4-yl)-methanone), ClC1=C(C(=O)O)C=CC=C1C (2-Chloro-3-methyl-benzoic acid). Yields the product ClC1=C(C(=O)NC[C@@H]2[C@H]3C[C@H]3CN2C(=O)C=2N=C(SC2C=2C=C(C=CC2)C)C)C=CC=C1C (2-Chloro-3-methyl-N-[(1S,2S,5R)-3-(2-methyl-5-m-tolyl-thiazole-4-carbonyl)-3-aza-bicyclo[3.1.0]hex-2-ylmethyl]-benzamide). As a reaction SMILES: [NH2:1][CH2:2][C@H:3]1[N:8]([C:9]([C:11]2[N:12]=[C:13]([CH3:23])[S:14][C:15]=2[C:16]2[CH:17]=[C:18]([CH3:22])[CH:19]=[CH:20][CH:21]=2)=[O:10])[CH2:7][C@H:6]2[C@@H:4]1[CH2:5]2.[Cl:24][C:25]1[C:33]([CH3:34])=[CH:32][CH:31]=[CH:30][C:26]=1[C:27](O)=[O:28]>>[Cl:24][C:25]1[C:33]([CH3:34])=[CH:32][CH:31]=[CH:30][C:26]=1[C:27]([NH:1][CH2:2][C@H:3]1[N:8]([C:9]([C:11]2[N:12]=[C:13]([CH3:23])[S:14][C:15]=2[C:16]2[CH:17]=[C:18]([CH3:22])[CH:19]=[CH:20][CH:21]=2)=[O:10])[CH2:7][C@H:6]2[C@@H:4]1[CH2:5]2)=[O:28]. Procedure details: prepared by reaction of ((1S,2S,5R)-2-Aminomethyl-3-aza-bicyclo[3.1.0]hex-3-yl)-(2-methyl-5-m-tolyl-thiazol-4-yl)-methanone with 2-Chloro-3-methyl-benzoic acid. Reactants: CO, CC(c1nc2c([nH]1)CCN(C(=O)OCc1ccccc1)C2)c1nc2cc(NC(=N)N)ccc2[nH]1, C1CCOC1. Yields the product CC(c1nc2c([nH]1)CCNC2)c1nc2cc(NC(=N)N)ccc2[nH]1. RXN SMILES: [CH3:40][OH:41].[NH:1]([C:2](=[NH:3])[NH2:4])[c:5]1[cH:6][c:7]2[c:8]([nH:9][c:10]([CH:12]([CH3:13])[c:14]3[nH:15][c:16]4[c:17]([n:32]3)[CH2:18][N:19]([C:22]([O:23][CH2:24][c:25]3[cH:26][cH:27][cH:28][cH:29][cH:30]3)=[O:31])[CH2:20][CH2:21]4)[n:11]2)[cH:33][cH:34]1.[O:35]1[CH2:36][CH2:37][CH2:38][CH2:39]1>>[NH:1]([C:2](=[NH:3])[NH2:4])[c:5]1[cH:6][c:7]2[c:8]([nH:9][c:10]([CH:12]([CH3:13])[c:14]3[nH:15][c:16]4[c:17]([n:32]3)[CH2:18][NH:19][CH2:20][CH2:21]4)[n:11]2)[cH:33][cH:34]1.